The task is: describe an organic reaction: reactants, conditions, products, and yield. This data is from the Open Reaction Database (ORD), a public repository of structured organic reaction records. Reactants: CC(C)(C)OC(=O)N1CCC2(CC1)CC(=O)N(O)C2=O, CCOC(C)=O, CN(C)C=O, N#CCCl, [H-], [Na+]. Product: CC(C)(C)OC(=O)N1CCC2(CC1)CC(=O)N(OCC#N)C2=O. RXN SMILES: [C:1]([CH3:2])([CH3:3])([CH3:4])[O:5][C:6](=[O:7])[N:8]1[CH2:9][CH2:10][C:11]2([CH2:12][C:13](=[O:18])[N:14]([OH:17])[C:15]2=[O:16])[CH2:19][CH2:20]1.[CH3:27][CH2:28][O:29][C:30](=[O:31])[CH3:32].[CH3:33][N:34]([CH3:35])[CH:36]=[O:37].[Cl:23][CH2:24][C:25]#[N:26].[H-:21].[Na+:22]>>[C:1]([CH3:2])([CH3:3])([CH3:4])[O:5][C:6](=[O:7])[N:8]1[CH2:9][CH2:10][C:11]2([CH2:12][C:13](=[O:18])[N:14]([O:17][CH2:24][C:25]#[N:26])[C:15]2=[O:16])[CH2:19][CH2:20]1. Reactants: [N+](=O)([O-])C1=CC=C(COC(=O)N2[C@H](C(=O)O)CCC2)C=C1 (1-(4-nitrobenzyloxycarbonyl)-L-proline), C1=CN(C=N1)C(=O)N2C=CN=C2 (N,N-carbonyldiimidazole), NC1CN(C1)C(=O)OC(C)(C)C (3-amino-1-(tert-butoxycarbonyl)azetidine). The solvent is C(C)#N (acetonitrile), C(C)#N (acetonitrile). Run at time 1 hour. The product is C(C)(C)(C)OC(=O)N1CC(C1)NC([C@H]1N(CCC1)C(=O)OCC1=CC=C(C=C1)[N+](=O)[O-])=O (1-(tert-butoxycarbonyl)-3-[1-(4-nitrobenzyloxycarbonyl)-L-prolylamino]azetidine). Isolated yield 80.3%. RXN SMILES: [N+:1]([C:4]1[CH:21]=[CH:20][C:7]([CH2:8][O:9][C:10]([N:12]2[CH2:19][CH2:18][CH2:17][C@H:13]2[C:14]([OH:16])=O)=[O:11])=[CH:6][CH:5]=1)([O-:3])=[O:2].C1N=CN(C(N2C=NC=C2)=O)C=1.[NH2:34][CH:35]1[CH2:38][N:37]([C:39]([O:41][C:42]([CH3:45])([CH3:44])[CH3:43])=[O:40])[CH2:36]1>C(#N)C>[C:42]([O:41][C:39]([N:37]1[CH2:38][CH:35]([NH:34][C:14](=[O:16])[C@@H:13]2[CH2:17][CH2:18][CH2:19][N:12]2[C:10]([O:9][CH2:8][C:7]2[CH:6]=[CH:5][C:4]([N+:1]([O-:3])=[O:2])=[CH:21][CH:20]=2)=[O:11])[CH2:36]1)=[O:40])([CH3:45])([CH3:43])[CH3:44]. Reported procedure: To a solution of 1-(4-nitrobenzyloxycarbonyl)-L-proline (2.81 g) in anhydrous acetonitrile (40 ml), N,N-carbonyldiimidazole (1.42 g) was added at room temperature, followed by stirring for one hour. The reaction mixture was allowed to react under ice cooling with a solution of 3-amino-1-(tert-butoxycarbonyl)azetidine (1.31 g) in anhydrous acetonitrile (10 ml) in a similar manner to that described in Referential Example 1-(1), whereby 2.74 g of 1-(tert-butoxycarbonyl)-3-[1-(4-nitrobenzyloxycarbon... Starting materials: CC(C)(C)[O-], [K+], CN(C)C=O, Oc1ccc2c(C(O)c3ccc(OCCN4CCCCC4)cc3)c(-c3c(F)cc(F)cc3F)ccc2c1. The product is Oc1ccc2c3c(ccc2c1)-c1c(F)cc(F)cc1OC3c1ccc(OCCN2CCCCC2)cc1. RXN SMILES: [CH3:38][C:39]([CH3:40])([O-:41])[CH3:42].[K+:43].[O:44]=[CH:45][N:46]([CH3:47])[CH3:48].[OH:1][CH:2]([c:3]1[c:4]2[cH:5][cH:6][c:7]([OH:22])[cH:8][c:9]2[cH:10][cH:11][c:12]1-[c:13]1[c:14]([F:21])[cH:15][c:16]([F:20])[cH:17][c:18]1[F:19])[c:23]1[cH:24][cH:25][c:26]([O:29][CH2:30][CH2:31][N:32]2[CH2:33][CH2:34][CH2:35][CH2:36][CH2:37]2)[cH:27][cH:28]1>>[O:1]1[CH:2]([c:23]2[cH:24][cH:25][c:26]([O:29][CH2:30][CH2:31][N:32]3[CH2:33][CH2:34][CH2:35][CH2:36][CH2:37]3)[cH:27][cH:28]2)[c:3]2[c:4]3[cH:5][cH:6][c:7]([OH:22])[cH:8][c:9]3[cH:10][cH:11][c:12]2-[c:13]2[c:14]1[cH:15][c:16]([F:20])[cH:17][c:18]2[F:19]. Conditions: temperature 0 celsius, time 45 minute. Reaction SMILES: CO.[CH2:3](O)[CH2:4][CH2:5][CH2:6][CH2:7][CH2:8][CH2:9][CH2:10]/[CH:11]=[CH:12]\[CH2:13][CH2:14][CH2:15][CH2:16][CH2:17][CH2:18][CH2:19][CH3:20]>O>[CH3:20][CH2:19][CH2:18][CH2:17][CH2:16][CH2:15][CH2:14][CH2:13]/[CH:12]=[CH:11]\[CH2:10][CH2:9][CH2:8][CH2:7][CH2:6][CH2:5][CH2:4][CH2:3][CH2:3][CH2:4][CH2:5][CH2:6][CH3:7]. Reported procedure: A 12 l flask equipped with a reflux condenser, Firestone valve, mechanical stirrer, and addition funnel was flushed with N2. 500 g of oleyl alcohol and 1500 ml of tetrahydrofuran were added to the flask and the reaction mixture was cooled to 0° C. 1330 ml of n-butyllithium (1.6M in hexane) was added dropwise while maintaining the temperature below 5° C. The addition of butyllithium was completed in approximately 45 min. 420.6 g of p-toluenesulfonyl chloride was then added and the temperature was... The reactants are CO (methanol), C(CCCCCCC\C=C/CCCCCCCC)O (oleyl alcohol). Run in O (water). The product is CCCCCCCC\C=C/CCCCCCCCCCCCC (Cis-9-Tricosene). Starting materials: NC1=CC=NC2=NC(=CC=C12)C (4-amino-7-methyl-[1,8]-naphthyridine), C[Si](C)(C)[N-][Si](C)(C)C.[Na+] (NaHMDS), C(C)(C)(C)OC(NCCN1C(C2=CC(=C(C=C2CC1)OC)OC)CC1=CC=C(C=C1)F)=O ({2-[1-(4-fluoro-benzyl)-6,7-dimethoxy-3,4-dihydro-1H-isoquinolin-2-yl]-ethyl}-carbamic acid tert-butyl ester), Cl (HCl), C1=CN(C=N1)C(=O)N2C=CN=C2 (CDI). Solvent: O (H2O), CC(=O)O (AcOH). Reaction conditions: time 5 minute. Yields the product FC1=CC=C(CC2N(CCC3=CC(=C(C=C23)OC)OC)CCNC(=O)NC2=CC=NC3=NC(=CC=C23)C)C=C1 (1-{2-[1-(4-Fluoro-benzyl)-6,7-dimethoxy-3,4-dihydro-1H-isoquinolin-2-yl]-ethy}-3-(7-methyl-[1,8]naphthyridin-4-yl)-urea). As a reaction SMILES: C(O[C:6](=[O:32])[NH:7][CH2:8][CH2:9][N:10]1[CH2:19][CH2:18][C:17]2[C:12](=[CH:13][C:14]([O:22][CH3:23])=[C:15]([O:20][CH3:21])[CH:16]=2)[CH:11]1[CH2:24][C:25]1[CH:30]=[CH:29][C:28]([F:31])=[CH:27][CH:26]=1)(C)(C)C.Cl.C1N=CN(C(N2C=NC=C2)=O)C=1.[NH2:46][C:47]1[C:56]2[C:51](=[N:52][C:53]([CH3:57])=[CH:54][CH:55]=2)[N:50]=[CH:49][CH:48]=1.C[Si]([N-][Si](C)(C)C)(C)C.[Na+]>CC(O)=O.O>[F:31][C:28]1[CH:29]=[CH:30][C:25]([CH2:24][CH:11]2[C:12]3[C:17](=[CH:16][C:15]([O:20][CH3:21])=[C:14]([O:22][CH3:23])[CH:13]=3)[CH2:18][CH2:19][N:10]2[CH2:9][CH2:8][NH:7][C:6]([NH:46][C:47]2[C:56]3[C:51](=[N:52][C:53]([CH3:57])=[CH:54][CH:55]=3)[N:50]=[CH:49][CH:48]=2)=[O:32])=[CH:26][CH:27]=1 |f:4.5|. Procedure: To a stirred solution of {2-[1-(4-fluoro-benzyl)-6,7-dimethoxy-3,4-dihydro-1H-isoquinolin-2-yl]-ethyl}-carbamic acid tert-butyl ester (example 106.1, 0.22 g, 0.5 mmol) in glacial AcOH (1 mL) is added conc. HCl (0.1 mL). After 5 min, the reaction mixture is partitioned with CHCl3 (20 mL) and 1 N NaOH (15 mL). The organic phase is evaporated. The residue is taken up in DMSO (2 mL) and treated with CDI (0.2 g, 0.6 mmol, 1.2 eq). The reaction mixture is stirred at rt for 3 h, and then 4-amino-7-meth... Starting materials: CON(C(=O)[C@@H]1CC[C@@H](CC1)C(C1=CC=C(C=C1)Cl)=O)C (cis-4-(4-chlorobenzoyl)-cyclohexanecarboxylic acid, methoxy-methyl amide), C(C)OC(OCC)OCC (triethylorthoformate), C(CO)O (ethylene glycol). The reagents and catalysts are O.C=1(C(=CC=CC1)S(=O)(=O)O)C (toluenesulfonic acid monohydrate). Run in C1(=CC=CC=C1)C (toluene). The product is CON(C(=O)[C@@H]1CC[C@@H](CC1)C1(OCCO1)C1=CC=C(C=C1)Cl)C (cis-4-[2-(4-chlorophenyl)-[1,3]-dioxolan-2-yl]-cyclohexanecarboxylic acid, methoxy-methyl amide). The yield is 74.3%. Reaction SMILES: [CH3:1][O:2][N:3]([CH3:21])[C:4]([C@H:6]1[CH2:11][CH2:10][C@@H:9]([C:12](=[O:20])[C:13]2[CH:18]=[CH:17][C:16]([Cl:19])=[CH:15][CH:14]=2)[CH2:8][CH2:7]1)=[O:5].[CH2:22]([O:24]C(OCC)OCC)[CH3:23].C(O)CO>C1(C)C=CC=CC=1.O.C1(C)C(S(O)(=O)=O)=CC=CC=1>[CH3:1][O:2][N:3]([CH3:21])[C:4]([C@H:6]1[CH2:7][CH2:8][C@@H:9]([C:12]2([C:13]3[CH:18]=[CH:17][C:16]([Cl:19])=[CH:15][CH:14]=3)[O:24][CH2:22][CH2:23][O:20]2)[CH2:10][CH2:11]1)=[O:5] |f:4.5|. Reported procedure: A solution of cis-4-(4-chlorobenzoyl)-cyclohexanecarboxylic acid, methoxy-methyl amide (1.6 g, 5.17 mmol), triethylorthoformate (843 mg, 0.95 mL, 5.7 mmol), ethylene glycol (1.6 g, 1.45 mL, 25.9 mmol) and toluenesulfonic acid monohydrate (50 mg) in toluene (50 mL) was stirred overnight at 60° C., and then cooled to room temperature and concentrated to dryness in vacuo. The reaction mixture was redissolved in ethyl acetate, washed with saturated aqueous sodium chloride, dried over anhydrous magne... Reactants: C([O-])([O-])=O.[K+].[K+] (Potassium Carbonate), C(C)(C)N1C=C(C2=CC=C(C=C12)NS(=O)(=O)C)C1=CC=C(C=C1)C#C[Si](C)(C)C (N-[1-isopropyl-3-(4-trimethylsilanylethynyl-phenyl)-1H-indol-6-yl]-methanesulfonamide), Cl (HCl), C(C)(C)N1C=C(C2=CC=C(C=C12)NS(=O)(=O)C)C1=NC=C(C=C1)C#C[Si](C)(C)C (N-[1-isopropyl-3-(5-trimethylsilanylethynyl-pyridin-2-yl)-1H-indol-6-yl]-methanesulfonamide). Run in [Cl-].[Na+].O (brine), CO (methanol), ClCCl (dichloromethane), O (water). Reaction conditions: time 2 hour. The product is C(#C)C1=CC=C(C=C1)C1=CN(C2=CC(=CC=C12)NS(=O)(=O)C)C(C)C (N-[3-(4-Ethynyl-phenyl)-1-isopropyl-1H-indol-6-yl]-methanesulfonamide). Reaction SMILES: [CH:1]([N:4]1[C:12]2[C:7](=[CH:8][CH:9]=[C:10]([NH:13][S:14]([CH3:17])(=[O:16])=[O:15])[CH:11]=2)[C:6]([C:18]2[CH:23]=[CH:22][C:21]([C:24]#[C:25][Si](C)(C)C)=[CH:20][CH:19]=2)=[CH:5]1)([CH3:3])[CH3:2].C(N1C2C(=CC=C(NS(C)(=O)=O)C=2)C(C2C=CC(C#C[Si](C)(C)C)=CN=2)=C1)(C)C.C(=O)([O-])[O-].[K+].[K+].Cl>[Cl-].[Na+].O.O.CO.ClCCl>[C:24]([C:21]1[CH:20]=[CH:19][C:18]([C:6]2[C:7]3[C:12](=[CH:11][C:10]([NH:13][S:14]([CH3:17])(=[O:15])=[O:16])=[CH:9][CH:8]=3)[N:4]([CH:1]([CH3:3])[CH3:2])[CH:5]=2)=[CH:23][CH:22]=1)#[CH:25] |f:2.3.4,6.7.8|. Reported procedure: Add N-[1-isopropyl-3-(4-trimethylsilanylethynyl-phenyl)-1H-indol-6-yl]-methanesulfonamide (0.223 mmoles; 95.0 mg, prepared similarly to N-[1-isopropyl-3-(5-trimethylsilanylethynyl-pyridin-2-yl)-1H-indol-6-yl]-methanesulfonamide), dichloromethane (4.0 mL), methanol (4.0 mL); followed by Potassium Carbonate (1.119 mmoles; 154.6 mg) to a round bottom flask equipped with a stir bar. Stir the resulting material for 2 hours at room temperature. Dilute the reaction with water and acidify to pH of 6-7 w...